describe an organic reaction: reactants, conditions, products, and yield From a dataset of the Open Reaction Database (ORD), a public repository of structured organic reaction records. The reactants are Br, CO, O, O=C1CC(CCO)c2ccccc2N1. The product is O=C1CC(CCBr)c2ccccc2N1. As a reaction SMILES: [BrH:18].[CH3:16][OH:17].[OH2:15].[OH:1][CH2:2][CH2:3][CH:4]1[CH2:5][C:6](=[O:14])[NH:7][c:8]2[cH:9][cH:10][cH:11][cH:12][c:13]21>>[CH2:2]([CH2:3][CH:4]1[CH2:5][C:6](=[O:14])[NH:7][c:8]2[cH:9][cH:10][cH:11][cH:12][c:13]21)[Br:18]. The reactants are NN1C(C2=CC=CC=C2C(=N1)C1=NC=CC=C1)=O (2-amino-4-(pyridin-2-yl)phthalazin-1(2H)-one), FC=1C=C(C=C(C1)F)CC(=O)O (2-(3,5-difluorophenyl)acetic acid). Product: FC=1C=C(C=C(C1)F)CC(=O)NN1C(C2=CC=CC=C2C(=N1)C1=NC=CC=C1)=O (2-(3,5-difluorophenyl)-N-[1-oxo-4-(pyridin-2-yl)phthalazin-2(1H)-yl]acetamide). RXN SMILES: [NH2:1][N:2]1[N:11]=[C:10]([C:12]2[CH:17]=[CH:16][CH:15]=[CH:14][N:13]=2)[C:9]2[C:4](=[CH:5][CH:6]=[CH:7][CH:8]=2)[C:3]1=[O:18].[F:19][C:20]1[CH:21]=[C:22]([CH2:27][C:28](O)=[O:29])[CH:23]=[C:24]([F:26])[CH:25]=1>>[F:19][C:20]1[CH:21]=[C:22]([CH2:27][C:28]([NH:1][N:2]2[N:11]=[C:10]([C:12]3[CH:17]=[CH:16][CH:15]=[CH:14][N:13]=3)[C:9]3[C:4](=[CH:5][CH:6]=[CH:7][CH:8]=3)[C:3]2=[O:18])=[O:29])[CH:23]=[C:24]([F:26])[CH:25]=1. Reported procedure: The product from Example 18A and 2-(3,5-difluorophenyl)acetic acid were processed using a method similar to that described in Example 10C to afford the title compound. 1H NMR (400 MHz, DMSO-d6) δ 11.83 (s, 1H), 8.78 (ddd, J=4.8, 1.7, 0.9, 1H), 8.46-8.30 (m, 2H), 7.99 (dddd, J=16.4, 15.3, 7.5, 1.6, 3H), 7.80 (dt, J=7.8, 1.0, 1H), 7.59 (ddd, J=7.6, 4.8, 1.1, 1H), 7.23-7.09 (m, 3H), 3.79 (s, 2H); MS (APCI) M/Z 393 (M+H)+. Starting materials: [BH4-], C=Cc1ccc(NC(=O)OCC[Si](C)(C)C)cc1Cl, [Na+], [Na+], C1CCOC1, [OH-], O. The product is CC(O)c1ccc(NC(=O)OCC[Si](C)(C)C)cc1Cl. As a reaction SMILES: [BH4-:20].[CH3:1][Si:2]([CH2:3][CH2:4][O:5][C:6]([NH:7][c:8]1[cH:9][c:10]([Cl:16])[c:11]([CH:14]=[CH2:15])[cH:12][cH:13]1)=[O:17])([CH3:18])[CH3:19].[Na+:21].[Na+:29].[O:23]1[CH2:24][CH2:25][CH2:26][CH2:27]1.[OH-:28].[OH2:22]>>[CH3:1][Si:2]([CH2:3][CH2:4][O:5][C:6]([NH:7][c:8]1[cH:9][c:10]([Cl:16])[c:11]([CH:14]([CH3:15])[OH:22])[cH:12][cH:13]1)=[O:17])([CH3:18])[CH3:19]. Starting materials: ClC=1C=C(C=CC1)CCO (2-(3-Chlorophenyl)ethanol), C=O (paraformaldehyde), Cl (hydrogen chloride). Solvent: [OH-].[Na+] (sodium hydroxide). Run at time 8 hour. Product: ClC=1C=C2CCOCC2=CC1 (6-chloroisochroman). Isolated yield 88.6%. Reaction SMILES: [Cl:1][C:2]1[CH:3]=[C:4]([CH2:8][CH2:9][OH:10])[CH:5]=[CH:6][CH:7]=1.[CH2:11]=O.Cl>[OH-].[Na+]>[Cl:1][C:2]1[CH:3]=[C:4]2[C:5](=[CH:6][CH:7]=1)[CH2:11][O:10][CH2:9][CH2:8]2 |f:3.4|. Reported procedure: 2-(3-Chlorophenyl)ethanol (48.2 g) and paraformaldehyde (10.8 g) were mixed and warmed to 70° on an oil bath. A stream of hydrogen chloride gas was passed vigorously through the suspension for about 7 hr. The reaction mixture was then allowed to stand at room temperature overnight. Aqueous sodium hydroxide solution (100 g/100 ml) was added cautiously to the reaction mixture. After the initial reaction subsided the rest of the alkali solution was run in fast and the resulting mixture was heated a... The reactants are BrBr (bromine), NC1=NC(=CC(=C1)C)C (2-amino-4,6-dimethylpyridine), [OH-].[Na+] (sodium hydroxide). The solvent is C(C)(=O)O (acetic acid), C(C)(=O)O (acetic acid). Conditions: time 3 hour. The product is NC1=NC(=C(C(=C1)C)Br)C (2-AMINO-5-BROMO-4,6-DIMETHYLPYRIDINE). RXN SMILES: [NH2:1][C:2]1[CH:7]=[C:6]([CH3:8])[CH:5]=[C:4]([CH3:9])[N:3]=1.[Br:10]Br.[OH-].[Na+]>C(O)(=O)C>[NH2:1][C:2]1[CH:7]=[C:6]([CH3:8])[C:5]([Br:10])=[C:4]([CH3:9])[N:3]=1 |f:2.3|. Procedure: 6.1 g (50 mmol) of 2-amino-4,6-dimethylpyridine are dissolved in 50 ml of acetic acid. A solution of 8 g (50 mmol) of bromine in 50 ml of acetic acid is added dropwise using a dropping funnel. The reaction medium is allowed to return to room temperature and the stirring is continued for 3 hours. The mixture is cooled in an ice bath and 40% sodium hydroxide is then added until the pH is basic. The mixture is filtered and dried. The residue is taken up in a little isopropyl ether and then chromato... The reactants are ClC1=CC=C(C(=O)N2C(=C(C3=CC(=CC=C23)OC)CNO)C)C=C1 (1-(4-chlorobenzoyl)-N-hydroxy-5-methoxy-2-methyl-1H-indole-3-methanamine), ClC(=O)OC (methyl chloroformate), C(C)(=O)[O-].[Na+] (sodium acetate). Solvent: O1CCOCC1.O (dioxane water). The product is ClC1=CC=C(C(=O)N2C(=C(C3=CC(=CC=C23)OC)CN(C(OC)=O)O)C)C=C1 ([[1-(4-chlorobenzoyl)-5-methoxy-2-methyl-1H-indol-3-yl]methyl]hydroxycarbamic acid, methyl ester). The yield is 63.0%. Reaction SMILES: [Cl:1][C:2]1[CH:24]=[CH:23][C:5]([C:6]([N:8]2[C:16]3[C:11](=[CH:12][C:13]([O:17][CH3:18])=[CH:14][CH:15]=3)[C:10]([CH2:19][NH:20][OH:21])=[C:9]2[CH3:22])=[O:7])=[CH:4][CH:3]=1.Cl[C:26]([O:28][CH3:29])=[O:27].C([O-])(=O)C.[Na+]>O1CCOCC1.O>[Cl:1][C:2]1[CH:24]=[CH:23][C:5]([C:6]([N:8]2[C:16]3[C:11](=[CH:12][C:13]([O:17][CH3:18])=[CH:14][CH:15]=3)[C:10]([CH2:19][N:20]([OH:21])[C:26](=[O:27])[O:28][CH3:29])=[C:9]2[CH3:22])=[O:7])=[CH:4][CH:3]=1 |f:2.3,4.5|. Procedure: According to the procedure of Example 62, 1-(4-chlorobenzoyl)-N-hydroxy-5-methoxy-2-methyl-1H-indole-3-methanamine is reacted with 1.1 eq of methyl chloroformate in dioxane/water (2:1) in the presence of sodium acetate (2.5 eq). The crude product is recrystallized from isopropyl ether:cyclohexane to give pure [[1-(4-chlorobenzoyl)-5-methoxy-2-methyl-1H-indol-3-yl]methyl]hydroxycarbamic acid, methyl ester (63%); mp 113°-114° C.